This data is from the Open Reaction Database (ORD), a public repository of structured organic reaction records. The task is: describe an organic reaction: reactants, conditions, products, and yield The reactants are COc1ccc2c(O)c(-c3ccccc3)c(C3CC3)cc2c1, O=Cc1ccc(F)cc1, [H-], [Na+], CN(C)C=O. Yields the product COc1ccc2c(Oc3ccc(C=O)cc3)c(-c3ccccc3)c(C3CC3)cc2c1. RXN SMILES: [CH:1]1([c:4]2[c:5](-[c:17]3[cH:18][cH:19][cH:20][cH:21][cH:22]3)[c:6]([OH:16])[c:7]3[cH:8][cH:9][c:10]([O:14][CH3:15])[cH:11][c:12]3[cH:13]2)[CH2:2][CH2:3]1.[F:25][c:26]1[cH:27][cH:28][c:29]([CH:30]=[O:31])[cH:32][cH:33]1.[H-:24].[Na+:23].[O:34]=[CH:35][N:36]([CH3:37])[CH3:38]>>[CH:1]1([c:4]2[c:5](-[c:17]3[cH:18][cH:19][cH:20][cH:21][cH:22]3)[c:6]([O:16][c:26]3[cH:27][cH:28][c:29]([CH:30]=[O:31])[cH:32][cH:33]3)[c:7]3[cH:8][cH:9][c:10]([O:14][CH3:15])[cH:11][c:12]3[cH:13]2)[CH2:2][CH2:3]1. The reactants are C(C1=CC=CC=C1)NCCOC1=CC=C(C=C1)CC(=O)N (4-[2-(benzylamino)ethoxy]phenylacetamide), C1[C@@H](C2=CC=CC=C2)O1 ((R)-styrene oxide). The solvent is CC(C)O (propan-2-ol). Yields the product C(C1=CC=CC=C1)N(C[C@@H](C1=CC=CC=C1)O)CCOC1=CC=C(C=C1)CC(=O)N ((R)-4-[2-(N-benzyl-N-(2-hydroxy-2-phenylethyl)amino)ethoxy]phenylacetamide). The yield is 64.8%. RXN SMILES: [CH2:1]([NH:8][CH2:9][CH2:10][O:11][C:12]1[CH:17]=[CH:16][C:15]([CH2:18][C:19]([NH2:21])=[O:20])=[CH:14][CH:13]=1)[C:2]1[CH:7]=[CH:6][CH:5]=[CH:4][CH:3]=1.[CH2:22]1[O:30][C@@H:23]1[C:24]1[CH:29]=[CH:28][CH:27]=[CH:26][CH:25]=1>CC(O)C>[CH2:1]([N:8]([CH2:9][CH2:10][O:11][C:12]1[CH:13]=[CH:14][C:15]([CH2:18][C:19]([NH2:21])=[O:20])=[CH:16][CH:17]=1)[CH2:22][C@H:23]([OH:30])[C:24]1[CH:29]=[CH:28][CH:27]=[CH:26][CH:25]=1)[C:2]1[CH:7]=[CH:6][CH:5]=[CH:4][CH:3]=1. Reported procedure: A mixture of 4-[2-(benzylamino)ethoxy]phenylacetamide (OLS 2135678) (14.0 g), (R)-styrene oxide (5.92 g) and propan-2-ol (200 ml) was heated under reflux for 72 hours. The mixture was cooled and the solvent evaporated under reduced pressure. The residue was purified by dry, flash column chromatography. Elution with 10% methanol in dichloromethane gave (R)-4-[2-(N-benzyl-N-(2-hydroxy-2-phenylethyl)amino)ethoxy]phenylacetamide as an oil (12.9 g). This reaction may also be performed in t-amyl alcoh... The reactants are NC=1C=NC2=CC=CC=C2C1N (3,4-diaminoquinoline), FC(C(=O)O)(F)F (trifluoroacetic acid). The product is FC(C=1NC2=C(C=NC=3C=CC=CC23)N1)(F)F (2-trifluoromethyl-1H-imidazo[4,5-c]quinoline). As a reaction SMILES: [NH2:1][C:2]1[CH:3]=[N:4][C:5]2[C:10]([C:11]=1[NH2:12])=[CH:9][CH:8]=[CH:7][CH:6]=2.[F:13][C:14]([F:19])([F:18])[C:15](O)=O>>[F:13][C:14]([F:19])([F:18])[C:15]1[NH:12][C:11]2[C:10]3[CH:9]=[CH:8][CH:7]=[CH:6][C:5]=3[N:4]=[CH:3][C:2]=2[N:1]=1. Reported procedure: Using the method of Example 144, 3,4-diaminoquinoline (from Example 39) was reacted with trifluoroacetic acid to provide 2-trifluoromethyl-1H-imidazo[4,5-c]quinoline, m.p. 252°-254° C. Analysis: Calculated for C11H6F3N3 : %C, 55.7; %H, 2.5; %N, 17.7; Found: %C, 55.3; %H, 2.3; %N, 18.2. The reactants are sulfone, ClC1=CC(=CC=C1)C(=O)OO (m-chloroperbenzoic acid), C(C)OC(=O)C=1C(=NN(C1SC)C1=C(C=C(C=C1C)Br)C)CC (1-(4-bromo-2,6-dimethylphenyl)-3-ethyl-5-methylthio-1H-pyrazole4-carboxylic acid ethyl ester), sulfone, S([O-])(O)=O.[Na+] (sodium bisulfite), 9, C([O-])(O)=O.[Na+] (sodium bicarbonate), sulfoxide, intermediate. Run in O (water), C1CCOC1 (THF), C1CCOC1 (THF). Run at temperature 170 celsius, time 1 hour. Yields the product C(C)OC(=O)C=1C(=NN(C1S(=O)(=O)C)C1=C(C=C(C=C1C)Br)C)CC (1-(4-Bromo-2,6-dimethylphenyl)-3-ethyl-5-methylsulfonyl-1H-pyrazole4-carboxylic acid ethyl ester). As a reaction SMILES: [CH2:1]([O:3][C:4]([C:6]1[C:7]([CH2:22][CH3:23])=[N:8][N:9]([C:13]2[C:18]([CH3:19])=[CH:17][C:16]([Br:20])=[CH:15][C:14]=2[CH3:21])[C:10]=1SC)=[O:5])[CH3:2].[C:24](=O)(O)[O-].[Na+].ClC1C=CC=C(C(OO)=O)C=1.[S:40](=[O:43])(O)[O-:41].[Na+]>C1COCC1.O>[CH2:1]([O:3][C:4]([C:6]1[C:7]([CH2:22][CH3:23])=[N:8][N:9]([C:13]2[C:18]([CH3:19])=[CH:17][C:16]([Br:20])=[CH:15][C:14]=2[CH3:21])[C:10]=1[S:40]([CH3:24])(=[O:43])=[O:41])=[O:5])[CH3:2] |f:1.2,4.5|. Procedure: A solution of 2.6 g (6.56 mmol) of 1-(4-bromo-2,6-dimethylphenyl)-3-ethyl-5-methylthio-1H-pyrazole4-carboxylic acid ethyl ester in 50 mL of THF in a 125 mL 3-neck RBF was stirred under N2 and cooled to 170° C. Then 0.826 9 (9.80 mmol) of anhydrous sodium bicarbonate was added followed by a solution of 6.79 g (19.6 mmol) of m-chloroperbenzoic acid dissolved in 40 mL of THF. During the addition, the temperature of the reaction mixture was not allowed to rise above 20° C. After 1 hour, an aliquot w...